From a dataset of the Open Reaction Database (ORD), a public repository of structured organic reaction records. describe an organic reaction: reactants, conditions, products, and yield Reactants: [OH-].[K+] (KOH), envisaged product, COC(C1=CC=C(C=C1)C(NC1=CC(=CC=C1)[N+](=O)[O-])=O)=O (methyl-4-(m-nitrophenylcarbamoyl)benzoate), Cl (hydrochloric acid). Run in CO (methanol), CC(=O)N(C)C (dimethylacetamide). The product is [N+](=O)([O-])C=1C=C(C=CC1)NC(=O)C1=CC=C(C(=O)O)C=C1 (4-(m-nitrophenylcarbamoyl)benzoic acid). Yield: 96.0%. As a reaction SMILES: C[O:2][C:3](=[O:22])[C:4]1[CH:9]=[CH:8][C:7]([C:10](=[O:21])[NH:11][C:12]2[CH:17]=[CH:16][CH:15]=[C:14]([N+:18]([O-:20])=[O:19])[CH:13]=2)=[CH:6][CH:5]=1.[OH-].[K+].Cl>CC(N(C)C)=O.CO>[N+:18]([C:14]1[CH:13]=[C:12]([NH:11][C:10]([C:7]2[CH:8]=[CH:9][C:4]([C:3]([OH:22])=[O:2])=[CH:5][CH:6]=2)=[O:21])[CH:17]=[CH:16][CH:15]=1)([O-:20])=[O:19] |f:1.2|. Procedure details: Into a 10 l flask fitted with an inlet tube for nitrogen, a mechanical stirrer, a dropping funnel, and a thermometer were introduced at room temperature 500 g (1.66 moles) of methyl-4-(m-nitrophenylcarbamoyl)benzoate in 4 l of dimethylacetamide. To the yellow solution there was added dropwise with stirring and cooling a solution of 231 g (85%) of KOH (3.5 moles) in 1 l of methanol. Subsequently, the orange solution was stirred for another hour at 60° C. Next, the reaction mixture was acidified w... The reactants are CC(c1ccc(Br)cc1)N1CCC(CCCO)(c2ccc(F)cc2)OC1=O, COc1cncc(B(O)O)c1. The product is COc1cncc(-c2ccc(C(C)N3CCC(CCCO)(c4ccc(F)cc4)OC3=O)cc2)c1. RXN SMILES: [Br:1][c:2]1[cH:3][cH:4][c:5]([CH:8]([CH3:9])[N:10]2[C:11](=[O:27])[O:12][C:13]([CH2:16][CH2:17][CH2:18][OH:19])([c:20]3[cH:21][cH:22][c:23]([F:26])[cH:24][cH:25]3)[CH2:14][CH2:15]2)[cH:6][cH:7]1.[CH3:28][O:29][c:30]1[cH:31][c:32]([B:36]([OH:37])[OH:38])[cH:33][n:34][cH:35]1>>[c:2]1(-[c:32]2[cH:31][c:30]([O:29][CH3:28])[cH:35][n:34][cH:33]2)[cH:3][cH:4][c:5]([CH:8]([CH3:9])[N:10]2[C:11](=[O:27])[O:12][C:13]([CH2:16][CH2:17][CH2:18][OH:19])([c:20]3[cH:21][cH:22][c:23]([F:26])[cH:24][cH:25]3)[CH2:14][CH2:15]2)[cH:6][cH:7]1. Starting materials: ClC=1C(C(=C(C(C1Cl)=O)Cl)Cl)=O (2,3,5,6-tetrachloro-p-benzoquinone), C1(=CC=CC=C1)C=CC(CC(=O)OC)=O (methyl 5-phenyl-3-oxo-4-pentenoate), N,N-dimethylformamidodimethylacetal, C(C)(=O)N1CCN(CC1)C1=CC=C(N)C=C1 (4-(4-acetylpiperazino)-aniline), Cl (hydrochloric acid). The solvent is O1CCOCC1 (dioxane), CN(C=O)C (N,N-dimethylformamide), C1=CC=CC=C1 (benzene). The product is Cl.Cl.C1(=CC=CC=C1)C=1N(C=C(C(=O)O)C(C1)=O)C1=CC=C(C=C1)N1CCNCC1 (6-phenyl-1-(4 -piperazinophenyl)-4-oxo-1,4-dihydronicotinic acid dihydrochloride). As a reaction SMILES: [C:1]1([CH:7]=[CH:8][C:9](=[O:15])[CH2:10][C:11]([O:13]C)=[O:12])[CH:6]=[CH:5][CH:4]=[CH:3][CH:2]=1.C([N:19]1[CH2:24][CH2:23][N:22]([C:25]2[CH:31]=[CH:30][C:28]([NH2:29])=[CH:27][CH:26]=2)[CH2:21][CH2:20]1)(=O)C.[Cl:32][C:33]1C(=O)C(Cl)=C(Cl)C(=O)C=1Cl.[ClH:44]>C1C=CC=CC=1.CN(C)C=O.O1CCOCC1>[ClH:32].[ClH:44].[C:1]1([C:7]2[N:29]([C:28]3[CH:30]=[CH:31][C:25]([N:22]4[CH2:23][CH2:24][NH:19][CH2:20][CH2:21]4)=[CH:26][CH:27]=3)[CH:33]=[C:10]([C:9](=[O:15])[CH:8]=2)[C:11]([OH:13])=[O:12])[CH:6]=[CH:5][CH:4]=[CH:3][CH:2]=1 |f:7.8.9|. Procedure details: In 5 ml of benzene was dissolved 0.3 g of methyl 5-phenyl-3-oxo-4-pentenoate, and 0.2 g of N,N-dimethylformamidodimethylacetal was added to the solution. They were reacted at 60°-70° C. for 2 hours. The reaction mixture was cooled to room temperature, and 0.3 g of 4-(4-acetylpiperazino)-aniline was added thereto. The mixture was subjected to reaction at room temperature for 4 hours. After completion of the reaction, the solvent was removed by distillation under reduced pressure, and the oily sub... The reactants are ClCCl, NCc1ccccc1N, O=C1CCCc2cccnc21. Product: Nc1ccccc1CNC1CCCc2cccnc21. RXN SMILES: [Cl:21][CH2:22][Cl:23].[NH2:1][c:2]1[c:3]([CH2:4][NH2:5])[cH:6][cH:7][cH:8][cH:9]1.[n:10]1[cH:11][cH:12][cH:13][c:14]2[c:19]1[C:18](=[O:20])[CH2:17][CH2:16][CH2:15]2>>[NH2:1][c:2]1[c:3]([CH2:4][NH:5][CH:18]2[CH2:17][CH2:16][CH2:15][c:14]3[cH:13][cH:12][cH:11][n:10][c:19]32)[cH:6][cH:7][cH:8][cH:9]1.